This data is from the Open Reaction Database (ORD), a public repository of structured organic reaction records. The task is: describe an organic reaction: reactants, conditions, products, and yield The reactants are C(#C)C=1C=C(C(=O)Cl)C=CC1 (m-ethynylbenzoyl chloride), C1(=CC=CC=C1)NC1=CC=CC=C1 (diphenylamine), resultant mixture. Solvent: ClCCl (dichloromethane). Product: C(#C)C=1C=C(C(=O)N(C2=CC=CC=C2)C2=CC=CC=C2)C=CC1 (3-ethynyl-N,N-diphenylbenzamide). Reaction SMILES: [C:1]([C:3]1[CH:4]=[C:5]([CH:9]=[CH:10][CH:11]=1)[C:6](Cl)=[O:7])#[CH:2].[C:12]1([NH:18][C:19]2[CH:24]=[CH:23][CH:22]=[CH:21][CH:20]=2)[CH:17]=[CH:16][CH:15]=[CH:14][CH:13]=1>ClCCl>[C:1]([C:3]1[CH:4]=[C:5]([CH:9]=[CH:10][CH:11]=1)[C:6]([N:18]([C:19]1[CH:20]=[CH:21][CH:22]=[CH:23][CH:24]=1)[C:12]1[CH:17]=[CH:16][CH:15]=[CH:14][CH:13]=1)=[O:7])#[CH:2]. Procedure details: Air in a 20 ml Schlenk tube was replaced by Ar gas and 1.02 g (7 mmol) of m-ethynylbenzoic acid and 5 g (42 mmol) of thionyl chloride were added to the tube and the mixture was stirred at 50° C. for 2 hours and then excess thionyl chloride was removed by distillation under reduced pressure to obtain m-ethynylbenzoyl chloride. To the m-ethynylbenzoyl chloride obtained was added a solution having 2.44 g (14.4 mmol) of diphenylamine dissolved in 7 ml of dichloromethane under ice-cooling and then th... Reactants: C[N+](C)(C)Cc1ccccc1, C1CCOC1, CSCS(C)=O, O=Cc1ccc(Oc2ccc(C(=O)NCCc3ccc(Cl)cc3)cc2)c(C(F)(F)F)c1, [OH-]. The product is CSC(=Cc1ccc(Oc2ccc(C(=O)NCCc3ccc(Cl)cc3)cc2)c(C(F)(F)F)c1)S(C)=O. As a reaction SMILES: [CH2:39]([N+:40]([CH3:41])([CH3:42])[CH3:43])[c:44]1[cH:45][cH:46][cH:47][cH:48][cH:49]1.[CH2:50]1[O:51][CH2:52][CH2:53][CH2:54]1.[CH3:32][S:33](=[O:34])[CH2:35][S:36][CH3:37].[Cl:1][c:2]1[cH:3][cH:4][c:5]([CH2:6][CH2:7][NH:8][C:9]([c:10]2[cH:11][cH:12][c:13]([O:16][c:17]3[c:18]([C:25]([F:26])([F:27])[F:28])[cH:19][c:20]([CH:23]=[O:24])[cH:21][cH:22]3)[cH:14][cH:15]2)=[O:29])[cH:30][cH:31]1.[OH-:38]>>[Cl:1][c:2]1[cH:3][cH:4][c:5]([CH2:6][CH2:7][NH:8][C:9]([c:10]2[cH:11][cH:12][c:13]([O:16][c:17]3[c:18]([C:25]([F:26])([F:27])[F:28])[cH:19][c:20]([CH:23]=[C:35]([S:33]([CH3:32])=[O:34])[S:36][CH3:37])[cH:21][cH:22]3)[cH:14][cH:15]2)=[O:29])[cH:30][cH:31]1. Reactants: COc1c(OCC2CC2)ccnc1CSc1nc2cc(C(C)=O)c(C)cc2[nH]1, O=C([O-])O, ClCCl, [Na+], [Na+], [Na+], O=C(OO)c1cccc(Cl)c1, O=S([O-])([O-])=S. Yields the product COc1c(OCC2CC2)ccnc1CS(=O)c1nc2cc(C(C)=O)c(C)cc2[nH]1. RXN SMILES: [C:1]([CH3:2])(=[O:3])[c:4]1[cH:5][c:6]2[c:7]([nH:8][c:9]([S:11][CH2:12][c:13]3[n:14][cH:15][cH:16][c:17]([O:21][CH2:22][CH:23]4[CH2:24][CH2:25]4)[c:18]3[O:19][CH3:20])[n:10]2)[cH:26][c:27]1[CH3:28].[C:50](=[O:51])([O-:52])[OH:53].[CH2:47]([Cl:48])[Cl:49].[Na+:45].[Na+:46].[Na+:54].[OH:29][O:30][C:31]([c:32]1[cH:33][c:34]([Cl:35])[cH:36][cH:37][cH:38]1)=[O:39].[S:40]([O-:41])([O-:42])(=[O:43])=[S:44]>>[C:1]([CH3:2])(=[O:3])[c:4]1[cH:5][c:6]2[c:7]([nH:8][c:9]([S:11]([CH2:12][c:13]3[n:14][cH:15][cH:16][c:17]([O:21][CH2:22][CH:23]4[CH2:24][CH2:25]4)[c:18]3[O:19][CH3:20])=[O:29])[n:10]2)[cH:26][c:27]1[CH3:28]. Starting materials: N#CC1CN1, CCCCCC(=O)N=C=O, CCOCC, Cc1ccccc1. Yields the product CCCCCC(=O)NC(=O)N1CC1C#N. RXN SMILES: [C:1](#[N:2])[CH:3]1[NH:4][CH2:5]1.[CH2:13]([CH2:14][CH2:15][CH2:16][CH3:17])[C:18](=[O:19])[N:20]=[C:21]=[O:22].[CH3:23][CH2:24][O:25][CH2:26][CH3:27].[CH3:6][c:7]1[cH:8][cH:9][cH:10][cH:11][cH:12]1>>[C:1](#[N:2])[CH:3]1[N:4]([C:21]([NH:20][C:18]([CH2:13][CH2:14][CH2:15][CH2:16][CH3:17])=[O:19])=[O:22])[CH2:5]1. Reactants: FC=1C=C2CCCN(C2=CC1)[C@@H](C(=O)O)C(C)C ((R)-2-(6-fluoro-3,4-dihydroquinolin-1(2H)-yl)-3-methylbutanoic acid), [OH-].[K+] (KOH), FC=1C=C2CCCN(C2=CC1)[C@@H](C(=O)[O-])CC ((R)-2-(6-fluoro-3,4-dihydroquinolin-1(2H)-yl)-3-methylpropanoate). Solvent: CO (MeOH). Run at time 8 hour. Yields the product FC=1C=C2CCCN(C2=CC1)[C@@H](C(=O)O)CC ((R)-2-(6-fluoro-3,4-dihydroquinolin-1(2H)-yl)-3-methylpropanoic acid). Reaction SMILES: [OH-].[K+].[F:3][C:4]1[CH:5]=[C:6]2[C:11](=[CH:12][CH:13]=1)[N:10]([C@H:14]([CH2:18][CH3:19])[C:15]([O-:17])=[O:16])[CH2:9][CH2:8][CH2:7]2.FC1C=C2C(=CC=1)N([C@H](C(C)C)C(O)=O)CCC2>CO>[F:3][C:4]1[CH:5]=[C:6]2[C:11](=[CH:12][CH:13]=1)[N:10]([C@H:14]([CH2:18][CH3:19])[C:15]([OH:17])=[O:16])[CH2:9][CH2:8][CH2:7]2 |f:0.1|. Procedure details: At 0° C., an aqueous 2.0 M KOH solution (15.9 mL, 31.8 mmol) was added to a stirring solution of (R)-2-(6-fluoro-3,4-dihydroquinolin-1(2H)-yl)-3-methylpropanoate (2.0 g, 7.96 mmol) in MeOH (16 mL). The reaction was allowed to warm up to RT and left stirring overnight. Due to the instability of the final product as a solid, the solution containing (R)-2-(6-fluoro-3,4-dihydroquinolin-1(2H)-yl)-3-methylbutanoic acid was used for the next step without further work up. LC/MS (10%-99% CH3CN (0.035% TF...